The task is: describe an organic reaction: reactants, conditions, products, and yield. This data is from the Open Reaction Database (ORD), a public repository of structured organic reaction records. Starting materials: CC1=CC(=NC(=C1)C)N1C(=CC=C1C)C (4,6-Dimethyl-2-(2,5-dimethylpyrrol-1-yl)pyridine), ICC(C)C (1-iodo-2-methylpropane), [I-] (iodide), C1(=CC=CC=C1)[Li] (phenyllithium), 1h. Run in C(C)OCC (diethyl ether), C(C)OCC (diethyl ether), C1CCCCC1.C(C)OCC (cyclohexane diethyl ether). Conditions: temperature -10 celsius. Product: CC1=CC(=NC(=C1)CCC(C)C)N1C(=CC=C1C)C (4-methyl-6-(3-methylbutyl)-2-(2,5-dimethylpyrrol-1-yl)pyridine). The yield is 51.5%. RXN SMILES: C1([Li])C=CC=CC=1.[CH3:8][C:9]1[CH:14]=[C:13]([CH3:15])[N:12]=[C:11]([N:16]2[C:20]([CH3:21])=[CH:19][CH:18]=[C:17]2[CH3:22])[CH:10]=1.I[CH2:24][CH:25]([CH3:27])[CH3:26].[I-]>C(OCC)C.C1CCCCC1.C(OCC)C>[CH3:8][C:9]1[CH:14]=[C:13]([CH2:15][CH2:24][CH:25]([CH3:27])[CH3:26])[N:12]=[C:11]([N:16]2[C:20]([CH3:21])=[CH:19][CH:18]=[C:17]2[CH3:22])[CH:10]=1 |f:5.6|. Procedure: A solution prepared by the addition of 1.58 mL (2.85 mmol) of 1.8 M phenyllithium in 70:30 cyclohexane/diethyl ether to 4.0 mL of diethyl ether was stirred at -10° C. 4,6-Dimethyl-2-(2,5-dimethylpyrrol-1-yl)pyridine (500 mg, 2.5 mmol) was added as a solution in 1.7 mL of diethyl ether and the mixture was stirred 1h at -5 to -10° C. The red solution was then cooled to -45° C. and 0.354 mL (566 mg, 3.08 mmol) of 1-iodo-2-methylpropane was added in one portion. The reaction was warmed slowly to 10°... Starting materials: O[C@@H]1CC2(CCN(CC2)C(=O)C2=CC(=C(C=C2)OC(C)C)OC)O[C@@H](C1)C1=CC=CC=C1 ([cis-8-hydroxy-10-phenyl-11-oxa-3-azaspiro[5.5]undecan-3-yl]-(4-isopropoxy-3-methoxy-phenyl)methanone), [H-].[Na+] (sodium hydride), C(C)(=O)OCC (ethyl acetate), IC (Iodomethane). Run in CN(C)C=O (DMF), O (water). Conditions: time 30 minute. Product: C(C)(C)OC1=C(C=C(C=C1)C(=O)N1CCC2(CC1)C[C@H](C[C@H](O2)C2=CC=CC=C2)OC)OC ((4-isopropoxy-3-methoxy-phenyl)-[cis-8-methoxy-10-phenyl-11-oxa-3-azaspiro[5.5]undecan-3-yl]methanone). As a reaction SMILES: [OH:1][C@H:2]1[CH2:26][C@@H:25]([C:27]2[CH:32]=[CH:31][CH:30]=[CH:29][CH:28]=2)[O:24][C:4]2([CH2:9][CH2:8][N:7]([C:10]([C:12]3[CH:17]=[CH:16][C:15]([O:18][CH:19]([CH3:21])[CH3:20])=[C:14]([O:22][CH3:23])[CH:13]=3)=[O:11])[CH2:6][CH2:5]2)[CH2:3]1.[H-].[Na+].IC.[C:37](OCC)(=O)C>CN(C=O)C.O>[CH:19]([O:18][C:15]1[CH:16]=[CH:17][C:12]([C:10]([N:7]2[CH2:8][CH2:9][C:4]3([O:24][C@H:25]([C:27]4[CH:28]=[CH:29][CH:30]=[CH:31][CH:32]=4)[CH2:26][C@H:2]([O:1][CH3:37])[CH2:3]3)[CH2:5][CH2:6]2)=[O:11])=[CH:13][C:14]=1[O:22][CH3:23])([CH3:20])[CH3:21] |f:1.2|. Procedure details: To a solution of [cis-8-hydroxy-10-phenyl-11-oxa-3-azaspiro[5.5]undecan-3-yl]-(4-isopropoxy-3-methoxy-phenyl)methanone (139 mg, 0.3 mmol) in DMF (4 mL) was added sodium hydride (34 mg, 1.5 mmol). The mixture was stirred at room temperature for 30 minutes. Iodomethane (187 μL, 3.00 mmol) was added. The mixture was stirred at room temperature overnight, then repartitioned between ethyl acetate and water. The aqueous layer was extracted with ethyl acetate (2×). The combined organic layers were wash...